Dataset: the Open Reaction Database (ORD), a public repository of structured organic reaction records. Task: describe an organic reaction: reactants, conditions, products, and yield The reactants are BrC(Br)(Br)Br, CCC(CC)c1cc(C)nn2c(-c3scnc3C(F)(F)F)c(C)nc12, C1CCOC1, [Li]CCCC. Yields the product CCC(CC)c1cc(C)nn2c(-c3sc(Br)nc3C(F)(F)F)c(C)nc12. RXN SMILES: [Br:31][C:32]([Br:33])([Br:34])[Br:35].[CH2:1]([CH3:2])[CH:3]([CH2:4][CH3:5])[c:6]1[c:7]2[n:8]([n:9][c:10]([CH3:12])[cH:11]1)[c:13](-[c:17]1[c:18]([C:22]([F:23])([F:24])[F:25])[n:19][cH:20][s:21]1)[c:14]([CH3:16])[n:15]2.[CH2:36]1[O:37][CH2:38][CH2:39][CH2:40]1.[CH3:26][CH2:27][CH2:28][CH2:29][Li:30]>>[CH2:1]([CH3:2])[CH:3]([CH2:4][CH3:5])[c:6]1[c:7]2[n:8]([n:9][c:10]([CH3:12])[cH:11]1)[c:13](-[c:17]1[c:18]([C:22]([F:23])([F:24])[F:25])[n:19][c:20]([Br:31])[s:21]1)[c:14]([CH3:16])[n:15]2. Reaction SMILES: [C:1]([CH2:2][CH2:3][CH2:4][CH2:5][CH2:6][CH2:7][CH2:8][CH2:9][CH3:10])(=[O:11])[Cl:12].[CH3:13][O:14][c:15]1[cH:16][cH:17][c:18]([CH2:19][O:20][c:21]2[cH:22][c:23]([C:24](=[O:25])[NH:26][c:27]3[c:28]([S:33]([NH2:34])(=[O:35])=[O:36])[cH:29][cH:30][cH:31][cH:32]3)[cH:37][cH:38][cH:39]2)[cH:40][cH:41]1.[CH3:42][N:43]([CH3:44])[c:45]1[cH:46][cH:47][n:48][cH:49][cH:50]1.[O:51]1[CH2:52][CH2:53][CH2:54][CH2:55]1>>[C:1]([CH2:2][CH2:3][CH2:4][CH2:5][CH2:6][CH2:7][CH2:8][CH2:9][CH3:10])(=[O:11])[NH:34][S:33]([c:28]1[c:27]([NH:26][C:24]([c:23]2[cH:22][c:21]([O:20][CH2:19][c:18]3[cH:17][cH:16][c:15]([O:14][CH3:13])[cH:41][cH:40]3)[cH:39][cH:38][cH:37]2)=[O:25])[cH:32][cH:31][cH:30][cH:29]1)(=[O:35])=[O:36]. Reactants: CCCCCCCCCC(=O)Cl, COc1ccc(COc2cccc(C(=O)Nc3ccccc3S(N)(=O)=O)c2)cc1, CN(C)c1ccncc1, C1CCOC1. The product is CCCCCCCCCC(=O)NS(=O)(=O)c1ccccc1NC(=O)c1cccc(OCc2ccc(OC)cc2)c1. Product: BrC1=C(NC2=CC=C(C=C12)NC(=O)OC(C)(C)C)C(=O)OCC (Ethyl 3-bromo-5-({[(1,1-dimethylethyl)oxy]carbonyl}amino)-1H-indole-2-carboxylate). The reactants are BrN1C(CCC1=O)=O (N-Bromosuccinimide), CC(C)(C)OC(=O)NC=1C=C2C=C(NC2=CC1)C(=O)OCC (ethyl 5-({[(1,1-dimethylethyl)oxy]carbonyl}amino)-1H-indole-2-carboxylate). Run at time 8 hour. Reaction SMILES: [Br:1]N1C(=O)CCC1=O.[CH3:9][C:10]([O:13][C:14]([NH:16][C:17]1[CH:18]=[C:19]2[C:23](=[CH:24][CH:25]=1)[NH:22][C:21]([C:26]([O:28][CH2:29][CH3:30])=[O:27])=[CH:20]2)=[O:15])([CH3:12])[CH3:11]>ClCCl>[Br:1][C:20]1[C:19]2[C:23](=[CH:24][CH:25]=[C:17]([NH:16][C:14]([O:13][C:10]([CH3:9])([CH3:11])[CH3:12])=[O:15])[CH:18]=2)[NH:22][C:21]=1[C:26]([O:28][CH2:29][CH3:30])=[O:27]. The solvent is ClCCl (dichloromethane). Yield: 90.5%. Procedure details: N-Bromosuccinimide (0.095 g, 0.536 mmol) was added to a solution of ethyl 5-({[(1,1-dimethylethyl)oxy]carbonyl}amino)-1H-indole-2-carboxylate (0.163 g, 0.536 mmol) in dichloromethane (5 mL). The mixture was stirred at room temperature overnight. The solvent was evaporated. The residue was taken up in ethyl acetate and washed with water. The organic layer was dried over sodium sulfate and concentrated to give the title compound (0.186 g, 48%) as an off-white solid. 1H NMR (400 MHz, chloroform-d) ... Reactants: C1(=CC=CC=C1)P(C1=CC=CC=C1)C1=CC=CC=C1 (Triphenyphosphine), BrC1OC(C2=CC(=CC=C12)OC)=O (3-bromo-6-methoxy-3H-isobenzofuran-1-one), C(C)OCC (ethyl ether). The solvent is C(C)#N (acetonitrile). Product: [Br-].COC=1C=C2C(OC(C2=CC1)[P+](C1=CC=CC=C1)(C1=CC=CC=C1)C1=CC=CC=C1)=O ((5-Methoxy-3-oxo-1,3-dihydro-isobenzofuran-1-yl)triphenylphosphonium bromide). Yield: 91.5%. As a reaction SMILES: [C:1]1([P:7]([C:14]2[CH:19]=[CH:18][CH:17]=[CH:16][CH:15]=2)[C:8]2[CH:13]=[CH:12][CH:11]=[CH:10][CH:9]=2)[CH:6]=[CH:5][CH:4]=[CH:3][CH:2]=1.[Br:20][CH:21]1[C:29]2[C:24](=[CH:25][C:26]([O:30][CH3:31])=[CH:27][CH:28]=2)[C:23](=[O:32])[O:22]1.C(OCC)C>C(#N)C>[Br-:20].[CH3:31][O:30][C:26]1[CH:25]=[C:24]2[C:29](=[CH:28][CH:27]=1)[CH:21]([P+:7]([C:1]1[CH:2]=[CH:3][CH:4]=[CH:5][CH:6]=1)([C:8]1[CH:13]=[CH:12][CH:11]=[CH:10][CH:9]=1)[C:14]1[CH:15]=[CH:16][CH:17]=[CH:18][CH:19]=1)[O:22][C:23]2=[O:32] |f:4.5|. Procedure details: Triphenyphosphine (42 g, 0.16 moles) was added to 3-bromo-6-methoxy-3H-isobenzofuran-1-one (41 g, 0.169 moles), obtained as described in example 9, suspended in anhydrous acetonitrile (205 ml) under N2. The mixture was heated under reflux and after 3 hours cooled and concentrated to give a solid which was treated with ethyl ether, filtered and concentrated under vacuum. There were thus obtained 74 g of the title compound (yield: 84%). Starting materials: ClCC(OCC)(OCC)OCC (2-chloro-1,1,1-triethoxyethane), NC1=C(C=CC=C1)S (2-aminothiophenol). The solvent is C(Cl)Cl (methylene chloride). Yields the product ClCC=1SC2=C(N1)C=CC=C2 (2-chloromethylbenzothiazole). Yield: 91.3%. Reaction SMILES: [Cl:1][CH2:2][C:3](OCC)(OCC)OCC.[NH2:13][C:14]1[CH:19]=[CH:18][CH:17]=[CH:16][C:15]=1[SH:20]>C(Cl)Cl>[Cl:1][CH2:2][C:3]1[S:20][C:15]2[CH:16]=[CH:17][CH:18]=[CH:19][C:14]=2[N:13]=1. Reported procedure: A solution of 2-chloro-1,1,1-triethoxyethane (5.9 g) and 2-aminothiophenol (2.5 g) was heated at 80° C. for 15 minutes. After cooling to room temperature, it was dissovled in methylene chloride (30 ml) and the resulting solution was washed with 3N HCl (10 ml) and then with water (20 ml). The organic portion was evaporated and the residue chromatographed over silica gel to obtain 2-chloromethylbenzothiazole (3.35 g; 90% yield), m.p. 34° C. Reactants: O (water), [OH-].[Na+] (sodium hydroxide), OCCN(C(COCCC1=CC2=C(SC=C2)C=C1OC)=O)C (N1-(2-hydroxyethyl)-N1-methyl-2-[2-(6-methoxybenzo[b]-thiophen-5-yl)ethoxy]-acetamide), aqueous solution, Cl (hydrochloric acid), solution. The solvent is C(C)(=O)OCC (ethyl acetate), O1CCCC1 (tetrahydrofuran), O1CCCC1 (tetrahydrofuran). Reaction conditions: temperature 5 celsius. The product is COC=1C(=CC2=C(SC=C2)C1)CCOCCN(CCO)C (2-[{2-[2-(6-methoxybenzo[b]thiophen-5-yl)ethoxy]-ethyl}(methyl)amino]-1-ethanol). The yield is 75.3%. As a reaction SMILES: [OH:1][CH2:2][CH2:3][N:4]([CH3:22])[C:5](=O)[CH2:6][O:7][CH2:8][CH2:9][C:10]1[C:18]([O:19][CH3:20])=[CH:17][C:13]2[S:14][CH:15]=[CH:16][C:12]=2[CH:11]=1.Cl.O.[OH-].[Na+]>O1CCCC1.C(OCC)(=O)C>[CH3:20][O:19][C:18]1[C:10]([CH2:9][CH2:8][O:7][CH2:6][CH2:5][N:4]([CH3:22])[CH2:3][CH2:2][OH:1])=[CH:11][C:12]2[CH:16]=[CH:15][S:14][C:13]=2[CH:17]=1 |f:3.4|. Procedure: In 8 mL of tetrahydrofuran is dissolved 0.93 g of N1-(2-hydroxyethyl)-N1-methyl-2-[2-(6-methoxybenzo[b]-thiophen-5-yl)ethoxy]-acetamide. The solution is cooled to 5° C., and 6 mL of 1 mol/L solution of borane-tetrahydrofuran complex in tetrahydrofuran is dropwise added thereto. After stirring the mixture at ambient temperature overnight, 1.5 mL of 6 mol/L hydrochloric acid is dropwise added, and the resulting mixture is heated under reflux for 30 minutes. After cooling, water and ethyl acetate a...